This data is from the Open Reaction Database (ORD), a public repository of structured organic reaction records. The task is: describe an organic reaction: reactants, conditions, products, and yield The reactants are C1(=CC=CC=C1)S(=O)(=O)N1C=C(C=2C1=NC=C(C2)Cl)CC=2C=NC(=NC2)S(=O)(=O)C (1-benzenesulfonyl-5-chloro-3-(2-methanesulfonyl-pyrimidin-5-ylmethyl)-1H-pyrrolo[2,3-b]pyridine), CC1CCC(CC1)N (4-methylcyclohexylamine), O (water). Run in CN1C(CCC1)=O (N-methylpyrrolidinone). Conditions: temperature 160 celsius. Yields the product C1(=CC=CC=C1)S(=O)(=O)N1C=C(C=2C1=NC=C(C2)Cl)CC=2C=NC(=NC2)NC2CCC(CC2)C ([5-(1-benzenesulfonyl-5-chloro-1H-pyrrolo[2,3-b]pyridin-3-ylmethyl)-pyrimidin-2-yl]-(4-methyl-cyclohexyl)-amine). Isolated yield 80.1%. As a reaction SMILES: [C:1]1([S:7]([N:10]2[C:14]3=[N:15][CH:16]=[C:17]([Cl:19])[CH:18]=[C:13]3[C:12]([CH2:20][C:21]3[CH:22]=[N:23][C:24](S(C)(=O)=O)=[N:25][CH:26]=3)=[CH:11]2)(=[O:9])=[O:8])[CH:6]=[CH:5][CH:4]=[CH:3][CH:2]=1.[CH3:31][CH:32]1[CH2:37][CH2:36][CH:35]([NH2:38])[CH2:34][CH2:33]1.O>CN1CCCC1=O>[C:1]1([S:7]([N:10]2[C:14]3=[N:15][CH:16]=[C:17]([Cl:19])[CH:18]=[C:13]3[C:12]([CH2:20][C:21]3[CH:22]=[N:23][C:24]([NH:38][CH:35]4[CH2:36][CH2:37][CH:32]([CH3:31])[CH2:33][CH2:34]4)=[N:25][CH:26]=3)=[CH:11]2)(=[O:9])=[O:8])[CH:6]=[CH:5][CH:4]=[CH:3][CH:2]=1. Procedure details: In a microwave vial, to 1-benzenesulfonyl-5-chloro-3-(2-methanesulfonyl-pyrimidin-5-ylmethyl)-1H-pyrrolo[2,3-b]pyridine (37, 0.140 g, 0.302 mmol) in 2.0 mL of N-methylpyrrolidinone, 4-methylcyclohexylamine (63, 0.30 g, 2.6 mmol) is added. The reaction is heated at 160° C. for 20 minutes in a microwave, then poured into water and extracted with ethyl acetate. The organic layer is dried over sodium sulfate, filtered and the filtrate concentrated under vacuum. The resulting material is purified by ... Reactants: C1CCOC1, C[Si](C)(C)[N-][Si](C)(C)C, CC(C)N1NC(=O)C(c2ccc(Cl)c(Cl)c2)C1c1ccncc1, CI, [Li+]. Yields the product CC(C)N1C(c2ccncc2)C(c2ccc(Cl)c(Cl)c2)C(=O)N1C. As a reaction SMILES: [CH2:36]1[O:37][CH2:38][CH2:39][CH2:40]1.[CH3:25][Si:26]([N-:27][Si:28]([CH3:29])([CH3:30])[CH3:31])([CH3:32])[CH3:33].[Cl:1][c:2]1[cH:3][c:4]([CH:9]2[C:10](=[O:23])[NH:11][N:12]([CH:20]([CH3:21])[CH3:22])[CH:13]2[c:14]2[cH:15][cH:16][n:17][cH:18][cH:19]2)[cH:5][cH:6][c:7]1[Cl:8].[I:34][CH3:35].[Li+:24]>>[Cl:1][c:2]1[cH:3][c:4]([CH:9]2[C:10](=[O:23])[N:11]([CH3:25])[N:12]([CH:20]([CH3:21])[CH3:22])[CH:13]2[c:14]2[cH:15][cH:16][n:17][cH:18][cH:19]2)[cH:5][cH:6][c:7]1[Cl:8]. The reactants are C(=O)=O (carbon dioxide), CC1(CCSC2=CC(=CC=C12)Br)C (4,4-dimethyl-7-bromothiochroman), CC1(CCSC2=CC=CC(=C12)Br)C (4,4-dimethyl-5-bromothiochroman), C(C)(C)(C)[Li] (tert-butyllithium). Run in CCOCC (ether), CCCCC (pentane). Conditions: temperature -78 celsius, time 1 hour. The product is CC1(CCSC2=CC(=CC=C12)C(=O)O)C (4,4-Dimethyl-7-carboxythiochroman). As a reaction SMILES: [CH3:1][C:2]1([CH3:13])[C:11]2[C:6](=[CH:7][C:8](Br)=[CH:9][CH:10]=2)[S:5][CH2:4][CH2:3]1.CC1(C)C2C(=CC=CC=2Br)SCC1.C([Li])(C)(C)C.[C:32](=[O:34])=[O:33]>CCOCC.CCCCC>[CH3:1][C:2]1([CH3:13])[C:11]2[C:6](=[CH:7][C:8]([C:32]([OH:34])=[O:33])=[CH:9][CH:10]=2)[S:5][CH2:4][CH2:3]1. Reported procedure: To a stirred solution of 1.0 g (3.9 mmol) of the 4,4-dimethyl-7-bromothiochroman and 4,4-dimethyl-5-bromothiochroman mixture in 12 ml of anhydrous ether at -78° C. was added, dropwise under nitrogen, 6.0 ml of 1.7 M 10.2 mmol) tert-butyllithium in pentane. The reaction mixture was stirred at -78° C. for 1 hour and then a rapid stream of dry carbon dioxide gas was passed through it with vigorous stirring. The reaction mixture was warmed to -20° C. and then quenched with water. The mixture was war... Starting materials: CNS(=O)(=O)C1=CC=CC=C1 (N-methylbenzenesulphonamide), CN(S(=O)(=O)C1=CC=CC=C1)CC1=CC=C(C=CC(=O)OCC)C=C1 (ethyl 4-(N-methylbenzenesulphonamidomethyl)-cinnamate), BrCC1=CC=C(C=CC(=O)OCC)C=C1 (ethyl 4-bromomethyl-cinnamate), C([O-])([O-])=O.[K+].[K+] (potassium carbonate). Solvent: O (water), CN(C=O)C (dimethylformamide). Reaction conditions: temperature 60 celsius, time 4 day. The product is CN(S(=O)(=O)C1=CC=CC=C1)CC1=CC=C(C=CC(=O)O)C=C1 (4-(N-Methylbenzenesulphonamidomethyl)-cinnamic acid). RXN SMILES: CNS(C1C=CC=CC=1)(=O)=O.BrCC1C=CC(C=CC(OCC)=O)=CC=1.C(=O)([O-])[O-].[K+].[K+].[CH3:33][N:34]([CH2:44][C:45]1[CH:57]=[CH:56][C:48]([CH:49]=[CH:50][C:51]([O:53]CC)=[O:52])=[CH:47][CH:46]=1)[S:35]([C:38]1[CH:43]=[CH:42][CH:41]=[CH:40][CH:39]=1)(=[O:37])=[O:36]>O.CN(C)C=O>[CH3:33][N:34]([CH2:44][C:45]1[CH:46]=[CH:47][C:48]([CH:49]=[CH:50][C:51]([OH:53])=[O:52])=[CH:56][CH:57]=1)[S:35]([C:38]1[CH:39]=[CH:40][CH:41]=[CH:42][CH:43]=1)(=[O:36])=[O:37] |f:2.3.4|. Procedure: A mixture of 5.1 g. (30 mmol) N-methylbenzenesulphonamide, 8.8 g. (33 mmol) ethyl 4-bromomethyl-cinnamate (m.p. 47° C.), 4.1 g. (30 mmol) potassium carbonate and 50 ml. dimethylformamide are heated, with stirring, for 4 days at 60° C. The reaction mixture is then cooled and stirred into cold water and the organic components extracted with diethyl ether. The ethereal solution is washed with 0.5 N aqueous sodium hydroxide solution, dried with anhydrous sodium sulphate and evaporated. The residue i... Starting materials: O=C([O-])O, CCCCO, COc1ccc(N(CCCl)CCCl)cc1, CN1CCN(c2ccc(N)cc2)C1=O, [Na+], O. The product is COc1ccc(N2CCN(c3ccc(N4CCN(C)C4=O)cc3)CC2)cc1. As a reaction SMILES: [C:30](=[O:31])([O-:32])[OH:33].[CH2:35]([OH:36])[CH2:37][CH2:38][CH3:39].[Cl:1][CH2:2][CH2:3][N:4]([c:5]1[cH:6][cH:7][c:8]([O:11][CH3:12])[cH:9][cH:10]1)[CH2:13][CH2:14][Cl:15].[NH2:16][c:17]1[cH:18][cH:19][c:20]([N:23]2[C:24](=[O:29])[N:25]([CH3:28])[CH2:26][CH2:27]2)[cH:21][cH:22]1.[Na+:34].[OH2:40]>>[CH2:2]1[CH2:3][N:4]([c:5]2[cH:6][cH:7][c:8]([O:11][CH3:12])[cH:9][cH:10]2)[CH2:13][CH2:14][N:16]1[c:17]1[cH:18][cH:19][c:20]([N:23]2[C:24](=[O:29])[N:25]([CH3:28])[CH2:26][CH2:27]2)[cH:21][cH:22]1.